From a dataset of the Open Reaction Database (ORD), a public repository of structured organic reaction records. describe an organic reaction: reactants, conditions, products, and yield The reactants are NC=1N=CC2=C(N1)N=C(C(=C2)C2=C(C=CC=C2Cl)Cl)N (2,7-Diamino-6-(2,6-dichlorophenyl)-pyrido[2,3-d]pyrimidine), C(C)N=C=O (ethyl isocyanate). Yields the product NC=1N=CC2=C(N1)N=C(C(=C2)C2=C(C=CC=C2Cl)Cl)NC(=O)NCC (1-[2-amino-6-(2,6-dichlorophenyl)-pyrido[2,3-d]pyrimidin-7-yl]-3-ethylurea). RXN SMILES: [NH2:1][C:2]1[N:3]=[CH:4][C:5]2[CH:11]=[C:10]([C:12]3[C:17]([Cl:18])=[CH:16][CH:15]=[CH:14][C:13]=3[Cl:19])[C:9]([NH2:20])=[N:8][C:6]=2[N:7]=1.[CH2:21]([N:23]=[C:24]=[O:25])[CH3:22]>>[NH2:1][C:2]1[N:3]=[CH:4][C:5]2[CH:11]=[C:10]([C:12]3[C:17]([Cl:18])=[CH:16][CH:15]=[CH:14][C:13]=3[Cl:19])[C:9]([NH:20][C:24]([NH:23][CH2:21][CH3:22])=[O:25])=[N:8][C:6]=2[N:7]=1. Reported procedure: 2,7-Diamino-6-(2,6-dichlorophenyl)-pyrido[2,3-d]pyrimidine was reacted with ethyl isocyanate according to the general procedure of Example 2. The crude product was purified by radial chromatography eluting with a gradient of 70% ethyl acetate/30% chloroform to 100% chloroform to give the title compound, 1-[2-amino-6-(2,6-dichlorophenyl)-pyrido[2,3-d]pyrimidin-7-yl]-3-ethylurea, mp 185°-187° C. Reactants: C(C)(=O)[O-].[Na+] (sodium acetate), NC1=CC=C(CCC(=O)NC(C(=O)OCC)C(=O)OCC)C=C1 (diethyl 4-aminobenzylacetamidomalonate), COC1OC(CC1)OC (2,5-dimethoxytetrahydrofuran). The solvent is C(C)(=O)O (acetic acid). Reaction conditions: temperature 65 celsius. Product: N1(C=CC=C1)C1=CC=C(CCC(=O)NC(C(=O)OCC)C(=O)OCC)C=C1 (Diethyl 4-(1-pyrrolyl)benzylacetamidomalonate). Reaction SMILES: [NH2:1][C:2]1[CH:23]=[CH:22][C:5]([CH2:6][CH2:7][C:8]([NH:10][CH:11]([C:17]([O:19][CH2:20][CH3:21])=[O:18])[C:12]([O:14][CH2:15][CH3:16])=[O:13])=[O:9])=[CH:4][CH:3]=1.C([O-])(=O)C.[Na+].CO[CH:31]1[CH2:35][CH2:34][CH:33](OC)O1>C(O)(=O)C>[N:1]1([C:2]2[CH:3]=[CH:4][C:5]([CH2:6][CH2:7][C:8]([NH:10][CH:11]([C:17]([O:19][CH2:20][CH3:21])=[O:18])[C:12]([O:14][CH2:15][CH3:16])=[O:13])=[O:9])=[CH:22][CH:23]=2)[CH:31]=[CH:35][CH:34]=[CH:33]1 |f:1.2|. Procedure details: 4,6 g of diethyl 4-aminobenzylacetamidomalonate in 104 ml of acetic acid are placed in a three-necked flask which is maintained under nitrogen. 7.02 g of sodium acetate are added, followed by 1.87 ml of 2,5-dimethoxytetrahydrofuran. The mixture is heated at 65° C. for 1 h 15 min, then cooled down and extracted with 100 ml of dichloromethane and 100 ml of distilled water. The aqueous phase is separated off after settling and then washed with 3 times 100 ml of dichloromethane. The organic phases a...